Dataset: the Open Reaction Database (ORD), a public repository of structured organic reaction records. Task: describe an organic reaction: reactants, conditions, products, and yield The reactants are ClCCl, O, BrP(Br)Br, OCc1cc2ccccc2s1. Product: BrCc1cc2ccccc2s1. Reaction SMILES: [Cl:17][CH2:18][Cl:19].[OH2:16].[P:12]([Br:13])([Br:14])[Br:15].[s:1]1[c:2]([CH2:10][OH:11])[cH:3][c:4]2[c:5]1[cH:6][cH:7][cH:8][cH:9]2>>[s:1]1[c:2]([CH2:10][Br:13])[cH:3][c:4]2[c:5]1[cH:6][cH:7][cH:8][cH:9]2. Reactants: NC1=C(C=C(C=2N1C=C(N2)CC)C(=O)NCC2CCNCC2)Cl (5-amino-6-chloro-2-ethyl-N-(piperidin-4-ylmethyl)imidazo[1,2-a]-pyridine-8-carboxamide), FC(C(=O)OCC(C(CBr)=O)(C)C)(F)F (4-bromo-2,2-dimethyl-3-oxobutyl trifluoroacetate). Solvent: CO (methanol). Conditions: time 5 day. Product: NC1=C(C=C(C=2N1C=C(N2)CC)C(=O)NCC2CCN(CC2)CC(C(CO)(C)C)=O)Cl (5-amino-6-chloro-2-ethyl-N-{[1-(4-hydroxy-3,3-dimethyl-2-oxobutyl)piperidin-4-yl]methyl}imidazo[1,2-a]pyridine-8-carboxamide). Isolated yield 24.5%. Reaction SMILES: [NH2:1][C:2]1[N:7]2[CH:8]=[C:9]([CH2:11][CH3:12])[N:10]=[C:6]2[C:5]([C:13]([NH:15][CH2:16][CH:17]2[CH2:22][CH2:21][NH:20][CH2:19][CH2:18]2)=[O:14])=[CH:4][C:3]=1[Cl:23].FC(F)(F)C([O:28][CH2:29][C:30]([CH3:36])([CH3:35])[C:31](=[O:34])[CH2:32]Br)=O>CO>[NH2:1][C:2]1[N:7]2[CH:8]=[C:9]([CH2:11][CH3:12])[N:10]=[C:6]2[C:5]([C:13]([NH:15][CH2:16][CH:17]2[CH2:22][CH2:21][N:20]([CH2:32][C:31](=[O:34])[C:30]([CH3:36])([CH3:35])[CH2:29][OH:28])[CH2:19][CH2:18]2)=[O:14])=[CH:4][C:3]=1[Cl:23]. Reported procedure: A mixture of 5-amino-6-chloro-2-ethyl-N-(piperidin-4-ylmethyl)imidazo[1,2-a]-pyridine-8-carboxamide (Example 4, step 4, 530 mg, 1.57 mmol) and 4-bromo-2,2-dimethyl-3-oxobutyl trifluoroacetate (Example 6, step 1, 777 mg, 2.67 mmol) in methanol (15 mL) was stirred at room temperature for 5 days. The reaction mixture was concentrated in vacuo. The residue was basified with aqueous potassium carbonate (20 mL) and extracted with dichloromethane (3×30 mL). The combined extract was washed with brine, d... Starting materials: COCCCOS(=O)(=O)C1=CC=C(C=C1)C (toluene-4-sulfonic acid 3-methoxy-propyl ester), CC=1N=C(C2=C(N1)C=C(S2)CSC(C)=O)N2CCOCC2 (thioacetic acid S-(2-methyl-4-morpholin-4-yl-thieno[3,2-d]pyrimidin-6-ylmethyl) ester), C[O-].[Na+] (sodium methoxide). Solvent: CO (methanol), CO (methanol), CO (methanol). Reaction conditions: temperature 0 celsius, time 30 minute. The product is COCCCSCC1=CC=2N=C(N=C(C2S1)N1CCOCC1)C (6-(3-methoxy-propylsulfanylmethyl)-2-methyl-4-morpholin-4-yl-thieno[3,2-d]pyrimidine). Yield: 77.8%. RXN SMILES: [CH3:1][C:2]1[N:3]=[C:4]([N:16]2[CH2:21][CH2:20][O:19][CH2:18][CH2:17]2)[C:5]2[S:10][C:9]([CH2:11][S:12][C:13](=O)[CH3:14])=[CH:8][C:6]=2[N:7]=1.C[O-].[Na+].[CH3:25][O:26][CH2:27]CCOS(C1C=CC(C)=CC=1)(=O)=O>CO>[CH3:25][O:26][CH2:27][CH2:14][CH2:13][S:12][CH2:11][C:9]1[S:10][C:5]2[C:4]([N:16]3[CH2:21][CH2:20][O:19][CH2:18][CH2:17]3)=[N:3][C:2]([CH3:1])=[N:7][C:6]=2[CH:8]=1 |f:1.2|. Procedure details: To a solution of thioacetic acid S-(2-methyl-4-morpholin-4-yl-thieno[3,2-d]pyrimidin-6-ylmethyl) ester (200 mg) in methanol (10 mL) at 0° C. was added a solution of sodium methoxide (35 mg) in methanol (2 mL). The reaction mixture was stirred at 0° C. for 30 min and then a solution of toluene-4-sulfonic acid 3-methoxy-propyl ester (156 mg) in methanol (3 mL) was added dropwise. The reaction mixture was stirred at room temperature for 16 h and then quenched with water (20 mL) and extracted into e... Reactants: NC1=C(C=C(CO)C=C1)OC (4-amino-3-methoxybenzyl alcohol), C(C)(=O)OC(C)=O (acetic anhydride). Run in CO (methanol). Reaction conditions: time 1 hour. The product is C(C)(=O)NC1=C(C=C(CO)C=C1)OC (4-acetamido-3-methoxybenzyl alcohol). The yield is 73.2%. Reaction SMILES: [NH2:1][C:2]1[CH:9]=[CH:8][C:5]([CH2:6][OH:7])=[CH:4][C:3]=1[O:10][CH3:11].[C:12](OC(=O)C)(=[O:14])[CH3:13]>CO>[C:12]([NH:1][C:2]1[CH:9]=[CH:8][C:5]([CH2:6][OH:7])=[CH:4][C:3]=1[O:10][CH3:11])(=[O:14])[CH3:13]. Procedure: To a solution of 4-amino-3-methoxybenzyl alcohol (900 mg) in methanol was added acetic anhydride (1.8 g) under ice cooling, and the mixture was stirred for 1 hour at the same temperature. After evaporation, the residue was dissolved in ethyl acetate, and the solution was washed with sodium bicarbonate solution, water and brine, dried over magnesium sulfate and concentrated in vacuo to give 4-acetamido-3-methoxybenzyl alcohol (840 mg) as solid. Starting materials: N1=C(C=CC=C1)C(=O)O (picolinic acid), NC1=NC=CC=C1C1=CC=C(C=C1)O (4-(2-aminopyridin-3-yl)phenol), P(=O)([O-])([O-])[O-].[K+].[K+].[K+] (tripotassium phosphate), BrC1=CC(=C(C=C1)F)C (4-bromo-1-fluoro-2-methylbenzene). Reagents/catalysts: [Cu]I (Copper(I) iodide). Solvent: CS(=O)C (DMSO). Reaction conditions: temperature 130 celsius, time 5 hour. Yields the product FC1=C(C=C(OC2=CC=C(C=C2)C=2C(=NC=CC2)N)C=C1)C (3-(4-(4-fluoro-3-methylphenoxy)phenyl)pyridin-2-amine). Isolated yield 45.8%. As a reaction SMILES: N1C=CC=CC=1C(O)=O.[NH2:10][C:11]1[C:16]([C:17]2[CH:22]=[CH:21][C:20]([OH:23])=[CH:19][CH:18]=2)=[CH:15][CH:14]=[CH:13][N:12]=1.P([O-])([O-])([O-])=O.[K+].[K+].[K+].Br[C:33]1[CH:38]=[CH:37][C:36]([F:39])=[C:35]([CH3:40])[CH:34]=1>[Cu]I.CS(C)=O>[F:39][C:36]1[CH:37]=[CH:38][C:33]([O:23][C:20]2[CH:21]=[CH:22][C:17]([C:16]3[C:11]([NH2:10])=[N:12][CH:13]=[CH:14][CH:15]=3)=[CH:18][CH:19]=2)=[CH:34][C:35]=1[CH3:40] |f:2.3.4.5|. Procedure details: Copper(I) iodide (102 mg) was added to a mixture of picolinic acid (66.1 mg), 4-(2-aminopyridin-3-yl)phenol (500 mg), tripotassium phosphate (1710 mg), 4-bromo-1-fluoro-2-methylbenzene (609 mg) and DMSO (8 mL). The mixture was stirred at 130° C. under nitrogen for 5 hr. Activated carbon was added and the insoluble solid was removed by filtration through NH-silica gel/Celite pad (eluted with EtOAc). Water was added and the extracted organic layer was washed with brine. Silica-gel was added to the... Starting materials: COc1cc(NCc2cnc(SC)nc2N)cc(OC)c1, CN(C)C=O, N#CBr. The product is COc1cc(OC)cc(N2Cc3cnc(SC)nc3N=C2N)c1. RXN SMILES: [CH3:1][O:2][c:3]1[cH:4][c:5]([NH:11][CH2:12][c:13]2[c:14]([NH2:21])[n:15][c:16]([S:19][CH3:20])[n:17][cH:18]2)[cH:6][c:7]([O:9][CH3:10])[cH:8]1.[CH3:25][N:26]([CH3:27])[CH:28]=[O:29].[N:22]#[C:23][Br:24]>>[CH3:1][O:2][c:3]1[cH:4][c:5]([N:11]2[CH2:12][c:13]3[c:14]([n:15][c:16]([S:19][CH3:20])[n:17][cH:18]3)[N:21]=[C:23]2[NH2:22])[cH:6][c:7]([O:9][CH3:10])[cH:8]1. Reactants: CCCc1nc(SCCCC(=O)OCC)sc1Cc1ccc([N+](=O)[O-])cc1, CCO, O. Product: CCCc1nc(SCCCC(=O)OCC)sc1Cc1ccc(N)cc1. Reaction SMILES: [CH2:1]([CH2:2][CH3:3])[c:4]1[n:5][c:6]([S:19][CH2:20][CH2:21][CH2:22][C:23](=[O:24])[O:25][CH2:26][CH3:27])[s:7][c:8]1[CH2:9][c:10]1[cH:11][cH:12][c:13]([N+:16]([O-:17])=[O:18])[cH:14][cH:15]1.[CH3:29][CH2:30][OH:31].[OH2:28]>>[CH2:1]([CH2:2][CH3:3])[c:4]1[n:5][c:6]([S:19][CH2:20][CH2:21][CH2:22][C:23](=[O:24])[O:25][CH2:26][CH3:27])[s:7][c:8]1[CH2:9][c:10]1[cH:11][cH:12][c:13]([NH2:16])[cH:14][cH:15]1. Reactants: CSC1=NC=CC(=N1)C1=CN=C2N1C=CC=C2 (2-methylsulfanyl-4-(imidazo-[1,2-a]pyridin-3-yl)pyrimidine), NC=1C=C(C(=O)C2=CC=CC=C2)C=CC1 (3-aminobenzophenone), [H-].[Na+] (sodium hydride). Solvent: CN(C=O)C (N,N-dimethylformamide). Conditions: temperature 130 celsius. The product is C(C1=CC=CC=C1)(=O)C=1C=C(NC2=NC=CC(=N2)C2=CN=C3N2C=CC=C3)C=CC1 (2-(3-Benzoylanilino)-4-(imidazo-[1,2-a]-pyridin-3-yl)pyrimidine). The yield is 11.9%. Reaction SMILES: CS[C:3]1[N:8]=[C:7]([C:9]2[N:13]3[CH:14]=[CH:15][CH:16]=[CH:17][C:12]3=[N:11][CH:10]=2)[CH:6]=[CH:5][N:4]=1.[NH2:18][C:19]1[CH:20]=[C:21]([CH:30]=[CH:31][CH:32]=1)[C:22]([C:24]1[CH:29]=[CH:28][CH:27]=[CH:26][CH:25]=1)=[O:23].[H-].[Na+]>CN(C)C=O>[C:22]([C:21]1[CH:20]=[C:19]([CH:32]=[CH:31][CH:30]=1)[NH:18][C:3]1[N:8]=[C:7]([C:9]2[N:13]3[CH:14]=[CH:15][CH:16]=[CH:17][C:12]3=[N:11][CH:10]=2)[CH:6]=[CH:5][N:4]=1)(=[O:23])[C:24]1[CH:25]=[CH:26][CH:27]=[CH:28][CH:29]=1 |f:2.3|. Reported procedure: To a solution of 2-methylsulfanyl-4-(imidazo-[1,2-a]pyridin-3-yl)pyrimidine (0.146 g, 0.60 mmol) and 3-aminobenzophenone (0.238 g, 1.21 mmol) in N,N-dimethylformamide (2.5 mL) was added sodium hydride (0.061 g, 1.52 mmol) and the mixture was heated at 130° C. for 4 hours. The mixture was allowed to cool to room temperature and the solvent was removed. The residue was dissolved in water and the resulting solid was washed with water and chloroform. The organic phase was dried over MgSO4 and the so...